Dataset: the Open Reaction Database (ORD), a public repository of structured organic reaction records. Task: describe an organic reaction: reactants, conditions, products, and yield Starting materials: CS(=O)(=O)c1ccc(Cl)c(C(=O)O)c1, CC(=O)c1ccc(N2CCNCC2)c(F)c1. Product: CC(=O)c1ccc(N2CCN(C(=O)c3cc(S(C)(=O)=O)ccc3Cl)CC2)c(F)c1. As a reaction SMILES: [Cl:17][c:18]1[c:19]([C:20](=[O:21])[OH:22])[cH:23][c:24]([S:27](=[O:28])(=[O:29])[CH3:30])[cH:25][cH:26]1.[F:1][c:2]1[cH:3][c:4]([C:14]([CH3:15])=[O:16])[cH:5][cH:6][c:7]1[N:8]1[CH2:9][CH2:10][NH:11][CH2:12][CH2:13]1>>[F:1][c:2]1[cH:3][c:4]([C:14]([CH3:15])=[O:16])[cH:5][cH:6][c:7]1[N:8]1[CH2:9][CH2:10][N:11]([C:20]([c:19]2[c:18]([Cl:17])[cH:26][cH:25][c:24]([S:27](=[O:28])(=[O:29])[CH3:30])[cH:23]2)=[O:21])[CH2:12][CH2:13]1. Starting materials: NC[C@@H](C)N1N=C(C=C1)C1=CC(=C(C#N)C=C1)C(F)(F)F ((R)-4-(1-(1-aminopropan-2-yl)-1H-pyrazol-3-yl)-2-(trifluoromethyl)benzonitrile), C(C)(=O)C1=NNC(=C1)C(=O)O (3-acetyl-1H-pyrazole-5-carboxylic acid), C=1C=CC2=C(C1)N=NN2O (HOBt), CCN(C(C)C)C(C)C (DIPEA), CCN=C=NCCCN(C)C (EDCI). Run in C(Cl)Cl (DCM). Yields the product C(C)(=O)C1=NNC(=C1)C(=O)NC[C@@H](C)N1N=C(C=C1)C1=CC(=C(C=C1)C#N)C(F)(F)F ((R)-3-acetyl-N-(2-(3-(4-cyano-3-(trifluoromethyl)phenyl)-1H-pyrazol-1-yl)propyl)-1H-pyrazole-5-carboxamide). Yield: 73.3%. Reaction SMILES: [NH2:1][CH2:2][C@H:3]([N:5]1[CH:9]=[CH:8][C:7]([C:10]2[CH:17]=[CH:16][C:13]([C:14]#[N:15])=[C:12]([C:18]([F:21])([F:20])[F:19])[CH:11]=2)=[N:6]1)[CH3:4].[C:22]([C:25]1[CH:29]=[C:28]([C:30](O)=[O:31])[NH:27][N:26]=1)(=[O:24])[CH3:23].C1C=CC2N(O)N=NC=2C=1.CCN(C(C)C)C(C)C.CCN=C=NCCCN(C)C>C(Cl)Cl>[C:22]([C:25]1[CH:29]=[C:28]([C:30]([NH:1][CH2:2][C@H:3]([N:5]2[CH:9]=[CH:8][C:7]([C:10]3[CH:17]=[CH:16][C:13]([C:14]#[N:15])=[C:12]([C:18]([F:20])([F:21])[F:19])[CH:11]=3)=[N:6]2)[CH3:4])=[O:31])[NH:27][N:26]=1)(=[O:24])[CH3:23]. Reported procedure: The title compound was synthesized from (R)-4-(1-(1-aminopropan-2-yl)-1H-pyrazol-3-yl)-2-(trifluoromethyl)benzonitrile (381 mg, 1.3 mmol), 3-acetyl-1H-pyrazole-5-carboxylic acid (200 mg, 1.3 mmol), HOBt (210 mg, 1.55 mmol), DIPEA (0.271 mL, 1.55 mmol) and EDCI (298 mg, 1.55 mmol) using DCM as solvent using the method of Example 34(d) affording 410 mg of the title compound. 1H NMR (400 MHz; d6-DMSO): δ 1.50 (d, 3H), 2.47 (s, 3H), 3.63 (m, 2H), 4.69 (m, 1H), 7.03 (d, 1H), 7.25 (bs, 1H), 7.90 (d, 1...